This data is from the Open Reaction Database (ORD), a public repository of structured organic reaction records. The task is: describe an organic reaction: reactants, conditions, products, and yield Reactants: CCOC(=O)C1=CC(OC(CC)CC)C(NC(C)=O)C(N)C1, O=P(O)(O)O. Product: CCOC(=O)C1=CC(OC(CC)CC)C(NC(C)=O)C(N)C1, O=P(O)(O)O. Reaction SMILES: [CH2:1]([CH3:2])[O:3][C:4](=[O:5])[C:6]1=[CH:7][CH:8]([O:17][CH:18]([CH2:19][CH3:20])[CH2:21][CH3:22])[CH:9]([NH:13][C:14]([CH3:15])=[O:16])[CH:10]([NH2:12])[CH2:11]1.[P:23]([OH:24])([OH:25])([OH:26])=[O:27]>>[CH2:1]([CH3:2])[O:3][C:4](=[O:5])[C:6]1=[CH:7][CH:8]([O:17][CH:18]([CH2:19][CH3:20])[CH2:21][CH3:22])[CH:9]([NH:13][C:14]([CH3:15])=[O:16])[CH:10]([NH2:12])[CH2:11]1.[P:23](=[O:24])([OH:25])([OH:26])[OH:27]. Starting materials: CS(=O)(=O)N1C=C(C=2C(CC(CC12)C=1SC=CC1)=O)C (1-methanesulfonyl-3-methyl-6-(2-thienyl)-4,5,6,7-tetrahydroindol-4-one), C(=N)(N)NN.Cl (aminoguanidine hydrochloride), Cl (hydrochloric acid), O (water). The solvent is C(C)O (ethanol). Yields the product Cl.N(C(=N)N)N=C1C=2C(=CN(C2CC(C1)C=1SC=CC1)S(=O)(=O)C)C (4-guanidinoimino-1-methanesulfonyl-3-methyl-6-(2-thienyl)-4,5,6,7-tetrahydroindole hydrochloride). Isolated yield 100.1%. Reaction SMILES: [CH3:1][S:2]([N:5]1[C:13]2[CH2:12][CH:11]([C:14]3[S:15][CH:16]=[CH:17][CH:18]=3)[CH2:10][C:9](=O)[C:8]=2[C:7]([CH3:20])=[CH:6]1)(=[O:4])=[O:3].[C:21]([NH:24][NH2:25])([NH2:23])=[NH:22].[ClH:26].Cl.O>C(O)C>[ClH:26].[NH:24]([N:25]=[C:9]1[CH2:10][CH:11]([C:14]2[S:15][CH:16]=[CH:17][CH:18]=2)[CH2:12][C:13]2[N:5]([S:2]([CH3:1])(=[O:4])=[O:3])[CH:6]=[C:7]([CH3:20])[C:8]1=2)[C:21]([NH2:23])=[NH:22] |f:1.2,6.7|. Reported procedure: A mixture of 1-methanesulfonyl-3-methyl-6-(2-thienyl)-4,5,6,7-tetrahydroindol-4-one (0.20 g), aminoguanidine hydrochloride (0.075 g), concentrated hydrochloric acid (0.032 ml), water (0.032 ml) and ethanol (30 ml) was refluxed for 1 hour. Under reduced pressure, the solvent was evaporated, and the residue was recrystallized from ethanol to give 4-guanidinoimino-1-methanesulfonyl-3-methyl-6-(2-thienyl)-4,5,6,7-tetrahydroindole hydrochloride (Compound 18) (0.26 g) as colorless crystals. The reactants are FC1=CC=C(C=C1)[C@]1(CCN(C(O1)=O)[C@@H](C)C1=CC=C(C=C1)C=1C=NC=C(C(=O)OC)C1)CCCO (methyl 5-(4-((S)-1-((R)-6-(4-fluorophenyl)-6-(3-hydroxypropyl)-2-oxo-1,3-oxazinan-3-yl)ethyl)phenyl)nicotinate), CNC (dimethylamine). The product is FC1=CC=C(C=C1)[C@]1(CCN(C(O1)=O)[C@@H](C)C1=CC=C(C=C1)C=1C=NC=C(C(=O)N(C)C)C1)CCCO (5-(4-((S)-1-((R)-6-(4-fluorophenyl)-6-(3-hydroxypropyl)-2-oxo-1,3-oxazinan-3-yl)ethyl)phenyl)-N,N-dimethylnicotinamide). As a reaction SMILES: [F:1][C:2]1[CH:7]=[CH:6][C:5]([C@:8]2([CH2:33][CH2:34][CH2:35][OH:36])[O:13][C:12](=[O:14])[N:11]([C@H:15]([C:17]3[CH:22]=[CH:21][C:20]([C:23]4[CH:24]=[N:25][CH:26]=[C:27]([CH:32]=4)[C:28](OC)=[O:29])=[CH:19][CH:18]=3)[CH3:16])[CH2:10][CH2:9]2)=[CH:4][CH:3]=1.[CH3:37][NH:38][CH3:39]>>[F:1][C:2]1[CH:7]=[CH:6][C:5]([C@:8]2([CH2:33][CH2:34][CH2:35][OH:36])[O:13][C:12](=[O:14])[N:11]([C@H:15]([C:17]3[CH:22]=[CH:21][C:20]([C:23]4[CH:24]=[N:25][CH:26]=[C:27]([CH:32]=4)[C:28]([N:38]([CH3:39])[CH3:37])=[O:29])=[CH:19][CH:18]=3)[CH3:16])[CH2:10][CH2:9]2)=[CH:4][CH:3]=1. Procedure: The title compound was prepared methyl 5-(4-((S)-1-((R)-6-(4-fluorophenyl)-6-(3-hydroxypropyl)-2-oxo-1,3-oxazinan-3-yl)ethyl)phenyl)nicotinate following a procedure analogous to that described in Example 71 Step 3 using dimethylamine in place of ammonia. LC-MS Method 2 tR=1.086 min, m/z=506.3; 1H NMR (CDCl3) 0.87 (m, 1H), 1.21-1.37 (m, 4H), 1.64 (m, 1H), 1.98 (m, 2H), 2.22 (m, 1H), 2.35 (m, 1H), 2.54 (m, 1H), 2.65 (m, 1H), 3.05 (m, 3H), 3.15 (m, 4H), 3.45 (m, 2H), 5.63 (m, 1H), 7.03-7.18 (m, 4H)... The reactants are Brc1ccc(Br)nc1, CC[O-], CCO, [Na+], O. Product: CCOc1ccc(Br)cn1. RXN SMILES: [Br:8][c:9]1[n:10][cH:11][c:12]([Br:15])[cH:13][cH:14]1.[CH3:1][CH2:2][O-:3].[CH3:5][CH2:6][OH:7].[Na+:4].[OH2:16]>>[CH3:1][CH2:2][O:3][c:9]1[n:10][cH:11][c:12]([Br:15])[cH:13][cH:14]1.